From a dataset of the Open Reaction Database (ORD), a public repository of structured organic reaction records. describe an organic reaction: reactants, conditions, products, and yield The reactants are CN(C)C=O, ClCc1ccc(COc2ccccn2)cc1, [H-], [Na+], Nc1ncccc1-c1cn[nH]c1. Product: Nc1ncccc1-c1cnn(Cc2ccc(COc3ccccn3)cc2)c1. RXN SMILES: [CH3:31][N:32]([CH3:33])[CH:34]=[O:35].[Cl:15][CH2:16][c:17]1[cH:18][cH:19][c:20]([CH2:21][O:22][c:23]2[n:24][cH:25][cH:26][cH:27][cH:28]2)[cH:29][cH:30]1.[H-:13].[Na+:14].[nH:1]1[n:2][cH:3][c:4](-[c:6]2[c:7]([NH2:12])[n:8][cH:9][cH:10][cH:11]2)[cH:5]1>>[n:1]1([CH2:16][c:17]2[cH:18][cH:19][c:20]([CH2:21][O:22][c:23]3[n:24][cH:25][cH:26][cH:27][cH:28]3)[cH:29][cH:30]2)[n:2][cH:3][c:4](-[c:6]2[c:7]([NH2:12])[n:8][cH:9][cH:10][cH:11]2)[cH:5]1. Starting materials: [Ba+2], ClCCl, O=[Mn](=O)([O-])[O-], OCc1cc2ccc3c4ccccc4ccc3c2o1. Product: O=Cc1cc2ccc3c4ccccc4ccc3c2o1. RXN SMILES: [Ba+2:25].[Cl:26][CH2:27][Cl:28].[Mn:20]([O-:21])([O-:22])(=[O:23])=[O:24].[cH:1]1[c:2]2[c:3]([o:4][c:5]1[CH2:6][OH:7])[c:8]1[cH:9][cH:10][c:11]3[cH:12][cH:13][cH:14][cH:15][c:16]3[c:17]1[cH:18][cH:19]2>>[cH:1]1[c:2]2[c:3]([o:4][c:5]1[CH:6]=[O:7])[c:8]1[cH:9][cH:10][c:11]3[cH:12][cH:13][cH:14][cH:15][c:16]3[c:17]1[cH:18][cH:19]2. Starting materials: CC(=O)N(CCCN1C(=O)c2ccccc2C1=O)c1ccc(-c2cc(=O)c3c(N)c(F)cc(F)c3o2)cc1F, CN(C)C=O, [Cl-], [H-], CCCCCCI, [NH4+], [Na+]. Product: CCCCCCNc1c(F)cc(F)c2oc(-c3ccc(N(CCCN4C(=O)c5ccccc5C4=O)C(C)=O)c(F)c3)cc(=O)c12. As a reaction SMILES: [C:1]([CH3:2])(=[O:3])[N:4]([CH2:5][CH2:6][CH2:7][N:8]1[C:9](=[O:18])[c:10]2[c:11]([cH:14][cH:15][cH:16][cH:17]2)[C:12]1=[O:13])[c:19]1[c:20]([F:39])[cH:21][c:22](-[c:25]2[o:26][c:27]3[c:28]([c:29](=[O:31])[cH:30]2)[c:32]([NH2:38])[c:33]([F:37])[cH:34][c:35]3[F:36])[cH:23][cH:24]1.[CH3:51][N:52]([CH3:53])[CH:54]=[O:55].[Cl-:49].[H-:47].[I:40][CH2:41][CH2:42][CH2:43][CH2:44][CH2:45][CH3:46].[NH4+:50].[Na+:48]>>[C:1]([CH3:2])(=[O:3])[N:4]([CH2:5][CH2:6][CH2:7][N:8]1[C:9](=[O:18])[c:10]2[c:11]([cH:14][cH:15][cH:16][cH:17]2)[C:12]1=[O:13])[c:19]1[c:20]([F:39])[cH:21][c:22](-[c:25]2[o:26][c:27]3[c:28]([c:29](=[O:31])[cH:30]2)[c:32]([NH:38][CH2:41][CH2:42][CH2:43][CH2:44][CH2:45][CH3:46])[c:33]([F:37])[cH:34][c:35]3[F:36])[cH:23][cH:24]1. The reactants are BrC=1N=C(N2C1C(=NC=C2)C)[C@H]2CN(CC2)CC(=O)N(C)C ((R)-2-(3-(1-bromo-8-methylimidazo[1,5-a]pyrazin-3-yl)pyrrolidin-1-yl)-N,N-dimethylacetamide), COC1=C2C=C(N(C2=CC=C1)C)C(=O)NC1=C(C=C(C=C1)B1OC(C(O1)(C)C)(C)C)OC (4-methoxy-N-(2-methoxy-4-(4,4,5,5-tetramethyl-1,3,2-dioxaborolan-2-yl)phenyl)-1-methyl-1H-indole-2-carboxamide). Yields the product CN(C(CN1C[C@@H](CC1)C1=NC(=C2N1C=CN=C2C)C2=CC(=C(C=C2)NC(=O)C=2N(C1=CC=CC(=C1C2)OC)C)OC)=O)C ((R)—N-(4-(3-(1-(2-(dimethylamino)-2-oxoethyl)pyrrolidin-3-yl)-8-methylimidazo[1,5-a]pyrazin-1-yl)-2-methoxyphenyl)-4-methoxy-1-methyl-1H-indole-2-carboxamide). The yield is 91.1%. RXN SMILES: Br[C:2]1[N:3]=[C:4]([C@@H:12]2[CH2:16][CH2:15][N:14]([CH2:17][C:18]([N:20]([CH3:22])[CH3:21])=[O:19])[CH2:13]2)[N:5]2[CH:10]=[CH:9][N:8]=[C:7]([CH3:11])[C:6]=12.[CH3:23][O:24][C:25]1[CH:33]=[CH:32][CH:31]=[C:30]2[C:26]=1[CH:27]=[C:28]([C:35]([NH:37][C:38]1[CH:43]=[CH:42][C:41](B3OC(C)(C)C(C)(C)O3)=[CH:40][C:39]=1[O:53][CH3:54])=[O:36])[N:29]2[CH3:34]>>[CH3:21][N:20]([CH3:22])[C:18](=[O:19])[CH2:17][N:14]1[CH2:15][CH2:16][C@@H:12]([C:4]2[N:5]3[CH:10]=[CH:9][N:8]=[C:7]([CH3:11])[C:6]3=[C:2]([C:41]3[CH:42]=[CH:43][C:38]([NH:37][C:35]([C:28]4[N:29]([CH3:34])[C:30]5[C:26]([CH:27]=4)=[C:25]([O:24][CH3:23])[CH:33]=[CH:32][CH:31]=5)=[O:36])=[C:39]([O:53][CH3:54])[CH:40]=3)[N:3]=2)[CH2:13]1. Procedure details: Reaction of (R)-2-(3-(1-bromo-8-methylimidazo[1,5-a]pyrazin-3-yl)pyrrolidin-1-yl)-N,N-dimethylacetamide (22 mg) and 4-methoxy-N-(2-methoxy-4-(4,4,5,5-tetramethyl-1,3,2-dioxaborolan-2-yl)phenyl)-1-methyl-1H-indole-2-carboxamide (23 mg) according to the procedure described in example 4 step 4c and purification using prep-HPLC (column Luna C18(2); gradient acetonitrile/water with constant 0.003M trifluoroacetic acid) gave (R)—N-(4-(3-(1-(2-(dimethylamino)-2-oxoethyl)pyrrolidin-3-yl)-8-methylimidazo... The reactants are COC(C)(C)C, CCOC(C)=O, [H-], CCc1oc(-c2cccc(OC)c2)nc1CI, [Na+], CC(C)(C)OC(=O)C(C)(C)OCC1CCCC(O)C1. The product is CCc1oc(-c2cccc(OC)c2)nc1COC1CCCC(COC(C)(C)C(=O)OC(C)(C)C)C1. RXN SMILES: [C:45]([O:46][CH3:47])([CH3:48])([CH3:49])[CH3:50].[CH3:39][CH2:40][O:41][C:42](=[O:43])[CH3:44].[H-:20].[I:22][CH2:23][c:24]1[n:25][c:26](-[c:31]2[cH:32][c:33]([O:37][CH3:38])[cH:34][cH:35][cH:36]2)[o:27][c:28]1[CH2:29][CH3:30].[Na+:21].[OH:1][CH:2]1[CH2:3][CH:4]([CH2:8][O:9][C:10]([C:11](=[O:12])[O:13][C:14]([CH3:15])([CH3:16])[CH3:17])([CH3:18])[CH3:19])[CH2:5][CH2:6][CH2:7]1>>[O:1]([CH:2]1[CH2:3][CH:4]([CH2:8][O:9][C:10]([C:11](=[O:12])[O:13][C:14]([CH3:15])([CH3:16])[CH3:17])([CH3:18])[CH3:19])[CH2:5][CH2:6][CH2:7]1)[CH2:23][c:24]1[n:25][c:26](-[c:31]2[cH:32][c:33]([O:37][CH3:38])[cH:34][cH:35][cH:36]2)[o:27][c:28]1[CH2:29][CH3:30].